The task is: describe an organic reaction: reactants, conditions, products, and yield. This data is from the Open Reaction Database (ORD), a public repository of structured organic reaction records. Starting materials: O=C1CCC2(CC1)OCCO2, CO, [K+], [OH-], c1ccc2[nH]ccc2c1. Product: C1=C(c2c[nH]c3ccccc23)CCC2(C1)OCCO2. As a reaction SMILES: [CH2:10]1[CH2:11][O:12][C:13]2([CH2:14][CH2:15][C:16](=[O:19])[CH2:17][CH2:18]2)[O:20]1.[CH3:23][OH:24].[K+:22].[OH-:21].[nH:1]1[cH:2][cH:3][c:4]2[cH:5][cH:6][cH:7][cH:8][c:9]12>>[nH:1]1[cH:2][c:3]([C:16]2=[CH:15][CH2:14][C:13]3([O:12][CH2:11][CH2:10][O:20]3)[CH2:18][CH2:17]2)[c:4]2[cH:5][cH:6][cH:7][cH:8][c:9]12. The reactants are NC1=C(C=CC=C1)CC(=O)O (2-aminophenylacetic acid), C(C1=CC=CC=C1)N1CCC(CC1)=O (1-benzyl-4-piperidone), C(C)(=O)O[BH-](OC(C)=O)OC(C)=O.[Na+] (sodium triacetoxyborohydride), C([O-])(O)=O.[Na+] (sodium bicarbonate), C(C)(=O)O[BH-](OC(C)=O)OC(C)=O.[Na+] (sodium triacetoxyborohydride), Cl (HCl). The solvent is CO (methanol), CCOCC (ether), CO (methanol), C(C)(=O)O (acetic acid), CO (methanol). Reaction conditions: time 8 hour. Yields the product C(C1=CC=CC=C1)N1CCC(CC1)N1C(CC2=CC=CC=C12)=O (1-(1-Benzyl-4-piperidyl)indol-2-one). RXN SMILES: [NH2:1][C:2]1[CH:7]=[CH:6][CH:5]=[CH:4][C:3]=1[CH2:8][C:9]([OH:11])=O.[CH2:12]([N:19]1[CH2:24][CH2:23][C:22](=O)[CH2:21][CH2:20]1)[C:13]1[CH:18]=[CH:17][CH:16]=[CH:15][CH:14]=1.C(O[BH-](OC(=O)C)OC(=O)C)(=O)C.[Na+].C(=O)(O)[O-].[Na+].Cl>CO.CCOCC.C(O)(=O)C>[CH2:12]([N:19]1[CH2:24][CH2:23][CH:22]([N:1]2[C:2]3[C:3](=[CH:4][CH:5]=[CH:6][CH:7]=3)[CH2:8][C:9]2=[O:11])[CH2:21][CH2:20]1)[C:13]1[CH:18]=[CH:17][CH:16]=[CH:15][CH:14]=1 |f:2.3,4.5|. Procedure: To a solution of 200 ml of methanol containing 2-aminophenylacetic acid (13.8 mmole), 1.82 ml (15.2 mmole) 1-benzyl-4-piperidone, and 4 ml acetic acid was added 20 g of 3 Angstrom molecular sieves and 1.91 g (30.4 mmole) of sodium triacetoxyborohydride at room temperature. The reaction mixture was protected from moisture and stirred overnight. After 12 hours, an additional 500 mg of sodium triacetoxyborohydride was added and stirring was continued for 4 hours more. Saturated sodium bicarbonate s... The reactants are C([O-])([O-])=O.[Na+].[Na+] (Sodium carbonate), N1CCNCCC1 (homopiperazine), BrCCCC(=O)OCC (ethyl 4-bromobutyrate). Solvent: CC#N (CH3CN). Reaction conditions: time 6 hour. The product is C(C)OC(CCCN1CCNCCC1)=O (4-[1,4]diazepan-1-yl-butyric acid ethyl ester). Yield: 88.7%. Reaction SMILES: C(=O)([O-])[O-].[Na+].[Na+].[NH:7]1[CH2:13][CH2:12][CH2:11][NH:10][CH2:9][CH2:8]1.Br[CH2:15][CH2:16][CH2:17][C:18]([O:20][CH2:21][CH3:22])=[O:19]>CC#N>[CH2:21]([O:20][C:18](=[O:19])[CH2:17][CH2:16][CH2:15][N:7]1[CH2:13][CH2:12][CH2:11][NH:10][CH2:9][CH2:8]1)[CH3:22] |f:0.1.2|. Reported procedure: Sodium carbonate (2.12 g) was added to the solution of homopiperazine (10.0 g; 5 eq.) and ethyl 4-bromobutyrate (3.90 g; 1 eq.) in CH3CN (120 mL). The reaction was stirred at room temperature for 6 h. The reaction mixture was filtered thru a celite pad. The filtrate was concentrated. The remaining residual was dissolved in CHCl3 (120 mL), washed by H2O (50 mL×3) and brine (50 mL×1), dried by Na2SO4 and concentrated to give 4-[1,4]diazepan-1-yl-butyric acid ethyl ester (3.8 g), which was carried ... RXN SMILES: [NH:1]1[C:5]2[CH:6]=[CH:7][CH:8]=[CH:9][C:4]=2[N:3]=[C:2]1[C:10]1[CH:19]=[CH:18][C:13]([C:14]([O:16][CH3:17])=O)=[CH:12][CH:11]=1.[CH3:20][O:21][C:22](=[O:27])[C@H:23](CO)[NH2:24]>>[NH:1]1[C:5]2[CH:6]=[CH:7][CH:8]=[CH:9][C:4]=2[N:3]=[C:2]1[C:10]1[CH:19]=[CH:18][C:13]([C:14]2[O:16][CH:17]=[C:23]([C:22]([O:21][CH3:20])=[O:27])[N:24]=2)=[CH:12][CH:11]=1. Starting materials: N1C(=NC2=C1C=CC=C2)C2=CC=C(C(=O)OC)C=C2 (methyl 4-(1-H-benzimidazol-2-yl)benzoate), COC([C@@H](N)CO)=O (serine methyl ester). Product: N1C(=NC2=C1C=CC=C2)C2=CC=C(C=C2)C=2OC=C(N2)C(=O)OC (Methyl {2-[4-(1H-benzimidazol-2-yl)phenyl]-1,3-oxazol-4-yl}carboxylate). Procedure details: Using essentially the same procedures described in Examples 23 and 24 and employing methyl 4-(1-H-benzimidazol-2-yl)benzoate and serine methyl ester as starting materials the title compound was obtained and identified by NMR and mass spectral analyses. 1HNMR (400 MHz, DMSO-d6): 3.86 (s, 3H), 7.22-7.24 (m, 2H), 7.62 (d, J=3.2 Hz, 2H), 8.19 (d, J=7.6 Hz, 2H), 8.36 (d, J=8 Hz, 2H), 9.02 (s, 1H), 13.1 (s, 1H). LCMS (ESI+) 319 (MH+). Starting materials: C(/C=C/CCl)Cl (trans-1,4-dichlorobutene-2), C(CC(=O)OC)(=O)OC (dimethyl malonate). Yields the product C(=C)C1C(C1)(C(=O)OC)C(=O)OC (dimethyl 2-vinylcyclopropane-1,1-dicarboxylate). RXN SMILES: [CH2:1](Cl)/[CH:2]=[CH:3]/[CH2:4]Cl.[C:7]([O:14][CH3:15])(=[O:13])[CH2:8][C:9]([O:11][CH3:12])=[O:10]>>[CH:2]([CH:3]1[CH2:4][C:8]1([C:7]([O:14][CH3:15])=[O:13])[C:9]([O:11][CH3:12])=[O:10])=[CH2:1]. Reported procedure: The procedure of Example 2 was followed except that trans-1,4-dichlorobutene-2 as obtained by the procedure of Example 3 was condensed with dimethyl malonate. High yields of dimethyl 2-vinylcyclopropane-1,1-dicarboxylate of high purity were obtained. Reactants: C(CCC)C1=NC2=C(N1CC1=CC=C(C=C1)C=1C(=CC=CC1)C(=O)OCC)C=C(C=C2)N(C(=O)N)CCCCCO (ethyl 4'-[(2-n-butyl-6-((5-hydroxy-n-pentyl)-aminocarbonyl-amino)-benzimidazol-1-yl)methyl]biphenyl-2-carboxylate), [OH-].[Na+].C(C)O (NaOH ethanol). Yields the product O.C(CCC)C1=NC2=C(N1CC1=CC=C(C=C1)C=1C(=CC=CC1)C(=O)O)C=C(C=C2)N(C(=O)N)CCCCCO (4'-[(2-n-Butyl-6-((5-hydroxy-n-pentyl)-aminocarbonylamino)-benzimidazol-1-yl)-methyl]biphenyl-2-carboxylic acid monohydrate). Reaction SMILES: [CH2:1]([C:5]1[N:9]([CH2:10][C:11]2[CH:16]=[CH:15][C:14]([C:17]3[C:18]([C:23]([O:25]CC)=[O:24])=[CH:19][CH:20]=[CH:21][CH:22]=3)=[CH:13][CH:12]=2)[C:8]2[CH:28]=[C:29]([N:32]([CH2:36][CH2:37][CH2:38][CH2:39][CH2:40][OH:41])[C:33]([NH2:35])=[O:34])[CH:30]=[CH:31][C:7]=2[N:6]=1)[CH2:2][CH2:3][CH3:4].[OH-].[Na+].C(O)C>>[OH2:24].[CH2:1]([C:5]1[N:9]([CH2:10][C:11]2[CH:12]=[CH:13][C:14]([C:17]3[C:18]([C:23]([OH:25])=[O:24])=[CH:19][CH:20]=[CH:21][CH:22]=3)=[CH:15][CH:16]=2)[C:8]2[CH:28]=[C:29]([N:32]([CH2:36][CH2:37][CH2:38][CH2:39][CH2:40][OH:41])[C:33]([NH2:35])=[O:34])[CH:30]=[CH:31][C:7]=2[N:6]=1)[CH2:2][CH2:3][CH3:4] |f:1.2.3,4.5|. Reported procedure: Prepared in analogous manner to Example 72 from ethyl 4'-[(2-n-butyl-6-((5-hydroxy-n-pentyl)-aminocarbonyl-amino)-benzimidazol-1-yl)methyl]biphenyl-2-carboxylate and 2N NaOH/ethanol.